Dataset: the Open Reaction Database (ORD), a public repository of structured organic reaction records. Task: describe an organic reaction: reactants, conditions, products, and yield Reactants: CO, O=C(NCc1cccc2c1cnn2C1CCCCO1)c1ccc(C(=O)NC(CNC(=O)c2cccs2)C(=O)O)c(Cl)c1, Cl. The product is O=C(NCc1cccc2[nH]ncc12)c1ccc(C(=O)NC(CNC(=O)c2cccs2)C(=O)O)c(Cl)c1. As a reaction SMILES: [CH3:44][OH:45].[Cl:1][c:2]1[c:3]([C:4](=[O:5])[NH:6][CH:7]([CH2:8][NH:9][C:10](=[O:11])[c:12]2[s:13][cH:14][cH:15][cH:16]2)[C:17](=[O:18])[OH:19])[cH:20][cH:21][c:22]([C:24](=[O:25])[NH:26][CH2:27][c:28]2[c:29]3[cH:30][n:31][n:32]([CH:37]4[CH2:38][CH2:39][CH2:40][CH2:41][O:42]4)[c:33]3[cH:34][cH:35][cH:36]2)[cH:23]1.[ClH:43]>>[Cl:1][c:2]1[c:3]([C:4](=[O:5])[NH:6][CH:7]([CH2:8][NH:9][C:10](=[O:11])[c:12]2[s:13][cH:14][cH:15][cH:16]2)[C:17](=[O:18])[OH:19])[cH:20][cH:21][c:22]([C:24](=[O:25])[NH:26][CH2:27][c:28]2[c:29]3[cH:30][n:31][nH:32][c:33]3[cH:34][cH:35][cH:36]2)[cH:23]1. The reactants are NC1=C(OC(C(C(=O)O)NC(=O)OC(C)(C)C)CC)C=CC=C1 (3-(2-Amino-phenoxy)-2-tert-butoxycarbonylamino-pentanoic acid), Cl.CN(CCCN=C=NCC)C (N-(3-dimethylaminopropyl)-N′-ethyl-carbodiimid-hydrochloride). The solvent is CN(C=O)C (dimethylformamide). Product: C(C)(C)(C)OC(N[C@H]1[C@H](OC2=C(NC1=O)C=CC=C2)CC)=O ((−)-((6R,7S)-6-ethyl-8-oxo-6,7,8,9-tetrahydro-5-oxa-9-aza-benzocyclohepten-7-yl)-carbamic acid tert-butyl ester), C(C)(C)(C)OC(N[C@@H]1[C@@H](OC2=C(NC1=O)C=CC=C2)CC)=O ((+)-((6S,7R)-6-ethyl-8-oxo-6,7,8,9-tetrahydro-5-oxa-9-aza-benzocyclohepten-7-yl)-carbamic acid tert-butyl ester). Reaction SMILES: [NH2:1][C:2]1[CH:23]=[CH:22][CH:21]=[CH:20][C:3]=1[O:4][CH:5]([CH2:18][CH3:19])[CH:6]([NH:10][C:11]([O:13][C:14]([CH3:17])([CH3:16])[CH3:15])=[O:12])[C:7](O)=[O:8].Cl.CN(C)CCCN=C=NCC>CN(C)C=O>[C:14]([O:13][C:11](=[O:12])[NH:10][C@@H:6]1[C:7](=[O:8])[NH:1][C:2]2[CH:23]=[CH:22][CH:21]=[CH:20][C:3]=2[O:4][C@@H:5]1[CH2:18][CH3:19])([CH3:17])([CH3:16])[CH3:15].[C:14]([O:13][C:11](=[O:12])[NH:10][C@H:6]1[C:7](=[O:8])[NH:1][C:2]2[CH:23]=[CH:22][CH:21]=[CH:20][C:3]=2[O:4][C@H:5]1[CH2:18][CH3:19])([CH3:17])([CH3:16])[CH3:15] |f:1.2|. Procedure details: 5.22 g (16.0 mmol) 3-(2-Amino-phenoxy)-2-tert-butoxycarbonylamino-pentanoic acid and 3.12 g (15.9 mmol) N-(3-dimethylaminopropyl)-N′-ethyl-carbodiimid-hydrochloride in 71 ml dimethylformamide were stirred overnight at room temperature. Extraction with saturated aqueous sodium hydrogencarbonate/ethylacetate and chromatography on silicagel with ethylacetate/heptane 1:2 followed by chromatography on Chiralpak AD with heptane/ethanol 80:20 yielded 0.46 g (−)-((6R,7S)-6-ethyl-8-oxo-6,7,8,9-tetrahydro... Reactants: CCOC(=O)CCBr, O=C([O-])[O-], CC#N, [K+], [K+], O=C(O)CN1CCN(C2c3ccccc3CCc3ccccc32)CC1. Product: CCOC(=O)CCN1CCN(C2c3ccccc3CCc3ccccc32)CC1. RXN SMILES: [Br:26][CH2:27][CH2:28][C:29](=[O:30])[O:31][CH2:32][CH3:33].[C:34](=[O:35])([O-:36])[O-:37].[CH3:40][C:41]#[N:42].[K+:38].[K+:39].[cH:1]1[cH:2][cH:3][cH:4][c:5]2[c:11]1[CH2:10][CH2:9][c:8]1[c:7]([cH:15][cH:14][cH:13][cH:12]1)[CH:6]2[N:16]1[CH2:17][CH2:18][N:19]([CH2:22][C:23]([OH:24])=[O:25])[CH2:20][CH2:21]1>>[cH:1]1[cH:2][cH:3][cH:4][c:5]2[c:11]1[CH2:10][CH2:9][c:8]1[c:7]([cH:15][cH:14][cH:13][cH:12]1)[CH:6]2[N:16]1[CH2:17][CH2:18][N:19]([CH2:27][CH2:28][C:29](=[O:30])[O:31][CH2:32][CH3:33])[CH2:20][CH2:21]1. Reactants: N1C=CC2=CC=C(C=C12)NS(=O)(=O)C (N-(1H-indole-6-yl)-methanesulfonamide), C1(CC1)CBr (cyclopropyl-methylbromide), NC=1SC=CN1 (2-aminothiazole). Yields the product N1C=CC2=CC=CC=C12 (Indole). Reaction SMILES: [NH:1]1[C:9]2[C:4](=[CH:5][CH:6]=[C:7](NS(C)(=O)=O)[CH:8]=2)[CH:3]=[CH:2]1.C1(CBr)CC1.NC1SC=CN=1>>[NH:1]1[C:9]2[C:4](=[CH:5][CH:6]=[CH:7][CH:8]=2)[CH:3]=[CH:2]1. Procedure: N-(1H-indole-6-yl)-methanesulfonamide, R5X=cyclopropyl-methylbromide; NH2A=2-aminothiazole The reactants are Cl (HCl), NC1=C(C(=O)O)C=CC(=C1)C(=O)O (2-amino-terephthalic acid), IC1=CC=C(C=C1)C (1-iodo-4-methyl-benzene), Cu, CN1CCOCC1 (n-methyl morpholine). Reagents/catalysts: Cl[Cu] (CuCl). Solvent: CC(C(C)O)O (butane-2,3-diol). Reaction conditions: temperature 150 celsius. Yields the product C1(=CC=C(C=C1)NC1=C(C(=O)O)C=CC(=C1)C(=O)O)C (2-p-Tolylamino-terephthalic acid). Reaction SMILES: [NH2:1][C:2]1[CH:10]=[C:9]([C:11]([OH:13])=[O:12])[CH:8]=[CH:7][C:3]=1[C:4]([OH:6])=[O:5].I[C:15]1[CH:20]=[CH:19][C:18]([CH3:21])=[CH:17][CH:16]=1.CN1CCOCC1.Cl>CC(O)C(O)C.Cl[Cu]>[C:18]1([CH3:21])[CH:19]=[CH:20][C:15]([NH:1][C:2]2[CH:10]=[C:9]([C:11]([OH:13])=[O:12])[CH:8]=[CH:7][C:3]=2[C:4]([OH:6])=[O:5])=[CH:16][CH:17]=1. Reported procedure: To a mixture of 2-amino-terephthalic acid (2.5 g, 23.8 mmol) and 1-iodo-4-methyl-benzene (7.78 g, 35.7 mmol) in butane-2,3-diol (38 mL) was added Cu (24 mg, 0.016 mmol), CuCl (950 mg, 9.6 mmol), and n-methyl morpholine (6.5 mL) under argon. The mixture was heated at 150° C. for 18 h. The reaction mixture was cooled to room temperature and HCl (0.1 N, 100 mL) was added. The resulting yellow precipitate was collected by filtration and triturated in a mixture of Et2O and EtOAc (1:1, 50 mL) for 1 h.... Reactants: C(C1=CC=CC=C1)(=O)NC1=CC=C(C=C1)C1=CC=C2CN(C(C2=C1)=O)[C@H](C(=O)OC)C(C)C ((S)-Methyl 2-(6-(4-benzamidophenyl)-1-oxoisoindolin-2-yl)-3-methylbutanoate), NC1=CC=C(C=C1)C1=CC=C2CN(C(C2=C1)=O)[C@H](C(=O)OC)C(C)C ((S)-Methyl 2-(6-(4-aminophenyl)-1-oxoisoindolin-2-yl)-3-methylbutanoate), ClC1=CC=C(C(=O)Cl)C=C1 (4-chlorobenzoyl chloride), compound, compound. The product is ClC1=CC=C(C(=O)NC2=CC=C(C=C2)C2=CC=C3CN(C(C3=C2)=O)[C@H](C(=O)OC)C(C)C)C=C1 ((S)-Methyl 2-(6-(4-(4-chlorobenzamido)phenyl)-1-oxoisoindolin-2-yl)-3-methylbutanoate). As a reaction SMILES: [C:1]([NH:9][C:10]1[CH:15]=[CH:14][C:13]([C:16]2[CH:24]=[C:23]3[C:19]([CH2:20][N:21]([C@@H:26]([CH:31]([CH3:33])[CH3:32])[C:27]([O:29][CH3:30])=[O:28])[C:22]3=[O:25])=[CH:18][CH:17]=2)=[CH:12][CH:11]=1)(=[O:8])[C:2]1[CH:7]=[CH:6][CH:5]=[CH:4][CH:3]=1.NC1C=CC(C2C=C3C(CN([C@@H](C(C)C)C(OC)=O)C3=O)=CC=2)=CC=1.[Cl:59]C1C=CC(C(Cl)=O)=CC=1>>[Cl:59][C:5]1[CH:4]=[CH:3][C:2]([C:1]([NH:9][C:10]2[CH:11]=[CH:12][C:13]([C:16]3[CH:24]=[C:23]4[C:19]([CH2:20][N:21]([C@@H:26]([CH:31]([CH3:33])[CH3:32])[C:27]([O:29][CH3:30])=[O:28])[C:22]4=[O:25])=[CH:18][CH:17]=3)=[CH:14][CH:15]=2)=[O:8])=[CH:7][CH:6]=1. Reported procedure: The compound of example 113 was prepared analogous to compound of example 97 by reaction of compound of example 6 with 4-chlorobenzoyl chloride. The compound of example 113 was used directly without isolation for the preparation of compound of example 114. Reactants: O (water), S(=O)(=O)(Cl)Cl (sulfuryl chloride), ClC1=C(C(=CC(=C1)C(F)(F)F)Cl)C1=NN(C(=C1)SC)C (3-(2,6-dichloro-4-trifluoromethylphenyl)-1-methyl-5-methylsulfenylpyrazole), ClC1=C(C(=CC(=C1)C(F)(F)F)Cl)C1=NN(C(=C1)SC)C (3-(2,6-dichloro-4-trifluoromethylphenyl)-1-methyl-5-methylsulfenylpyrazole). Solvent: C(Cl)(Cl)(Cl)Cl (carbon tetrachloride). Conditions: time 2 hour. Product: ClC=1C(=NN(C1SC)C)C1=C(C=C(C=C1Cl)C(F)(F)F)Cl (4-chloro-3-(2,6-dichloro-4-trifluoromethylphenyl)-1-methyl-5-methylsulfenylpyrazole), crystals. Isolated yield 83.3%. Reaction SMILES: S(Cl)([Cl:4])(=O)=O.[Cl:6][C:7]1[CH:12]=[C:11]([C:13]([F:16])([F:15])[F:14])[CH:10]=[C:9]([Cl:17])[C:8]=1[C:18]1[CH:22]=[C:21]([S:23][CH3:24])[N:20]([CH3:25])[N:19]=1.O>C(Cl)(Cl)(Cl)Cl>[Cl:4][C:22]1[C:18]([C:8]2[C:7]([Cl:6])=[CH:12][C:11]([C:13]([F:16])([F:15])[F:14])=[CH:10][C:9]=2[Cl:17])=[N:19][N:20]([CH3:25])[C:21]=1[S:23][CH3:24]. Procedure: A 0.3 g quantity of sulfuryl chloride was added to 1.2 g of 3-(2,6-dichloro-4-trifluoromethylphenyl)-1-methyl-5-methylsulfenylpyrazole (compound 1) in 5 ml of anhydrous carbon tetrachloride at room temperature, followed by stirring at room temperature for 2 hours. The reaction mixture was poured into cold water, and the resulting mixture was extracted with methylene chloride. The organic layer was washed with 10% aqueous sodium hydrogen carbonate solution and with brine, and dried over anhydrous...